This data is from the Open Reaction Database (ORD), a public repository of structured organic reaction records. The task is: describe an organic reaction: reactants, conditions, products, and yield The reactants are Cc1cc2ncnn2nc1Cl, [H-], [Na+], C1CCOC1, O, OCCOCCN1CCN(C(c2ccccc2)c2ccccc2)CC1. Yields the product Cc1cc2ncnn2nc1OCCOCCN1CCN(C(c2ccccc2)c2ccccc2)CC1. Reaction SMILES: [Cl:28][c:29]1[c:30]([CH3:38])[cH:31][c:32]2[n:33]([n:34]1)[n:35][cH:36][n:37]2.[H-:1].[Na+:2].[O:40]1[CH2:41][CH2:42][CH2:43][CH2:44]1.[OH2:39].[c:3]1([CH:9]([N:10]2[CH2:11][CH2:12][N:13]([CH2:16][CH2:17][O:18][CH2:19][CH2:20][OH:21])[CH2:14][CH2:15]2)[c:22]2[cH:23][cH:24][cH:25][cH:26][cH:27]2)[cH:4][cH:5][cH:6][cH:7][cH:8]1>>[c:3]1([CH:9]([N:10]2[CH2:11][CH2:12][N:13]([CH2:16][CH2:17][O:18][CH2:19][CH2:20][O:21][c:29]3[c:30]([CH3:38])[cH:31][c:32]4[n:33]([n:34]3)[n:35][cH:36][n:37]4)[CH2:14][CH2:15]2)[c:22]2[cH:23][cH:24][cH:25][cH:26][cH:27]2)[cH:4][cH:5][cH:6][cH:7][cH:8]1. Reactants: FC(C=1C=C(C=CC1)CCCI)(F)F (3-(3-trifluoromethylphenyl)-1-iodopropane), [C-]#[C-].[Na+].[Na+] (sodium acetylide). The product is FC(C=1C=C(C=CC1)CCCC#C)(F)F (5-(3-Trifluoromethylphenyl)pent-1-yne). RXN SMILES: [F:1][C:2]([F:14])([F:13])[C:3]1[CH:4]=[C:5]([CH2:9][CH2:10][CH2:11]I)[CH:6]=[CH:7][CH:8]=1.[C-:15]#[C-:16].[Na+].[Na+]>>[F:1][C:2]([F:14])([F:13])[C:3]1[CH:4]=[C:5]([CH2:9][CH2:10][CH2:11][C:15]#[CH:16])[CH:6]=[CH:7][CH:8]=1 |f:1.2.3|. Reported procedure: The title compound was synthesized using 3-(3-trifluoromethylphenyl)-1-iodopropane and sodium acetylide by conducting the reactions similar to those mentioned in Reference example 29.